Dataset: the Open Reaction Database (ORD), a public repository of structured organic reaction records. Task: describe an organic reaction: reactants, conditions, products, and yield The reactants are CC(C)(C)[Si](C)(C)OCC1CO1, CC#N, Nc1ccc2c(c1)NC(=O)CS2. Product: CC(C)(C)[Si](C)(C)OCC(O)CNc1ccc2c(c1)NC(=O)CS2. RXN SMILES: [C:1]([CH3:2])([CH3:3])([CH3:4])[Si:5]([O:6][CH2:7][CH:8]1[O:9][CH2:10]1)([CH3:11])[CH3:12].[CH3:25][C:26]#[N:27].[NH2:13][c:14]1[cH:15][cH:16][c:17]2[c:18]([cH:24]1)[NH:19][C:20](=[O:23])[CH2:21][S:22]2>>[C:1]([CH3:2])([CH3:3])([CH3:4])[Si:5]([O:6][CH2:7][CH:8]([OH:9])[CH2:10][NH:13][c:14]1[cH:15][cH:16][c:17]2[c:18]([cH:24]1)[NH:19][C:20](=[O:23])[CH2:21][S:22]2)([CH3:11])[CH3:12]. Reactants: CC(C)(C#C)O (2-Methyl-3-butyn-2-ol), IC=1C=C2C=CNC2=CC1 (5-iodoindole), C1(=CC=CC=C1)P(C1=CC=CC=C1)C1=CC=CC=C1 (triphenylphosphine), C([O-])([O-])=O.[K+].[K+] (potassium carbonate). Reagents/catalysts: [Cu]I (CuI), [Pd] (palladium). Run in COCCOC (1,2-dimethoxyethane). Run at time 0.5 hour. Product: N1C=CC2=CC(=CC=C12)C#CC(C)(O)C (4-(1H-Indol-5-yl)-2-methyl-but-3-yn-2-ol). As a reaction SMILES: I[C:2]1[CH:3]=[C:4]2[C:8](=[CH:9][CH:10]=1)[NH:7][CH:6]=[CH:5]2.C1(P(C2C=CC=CC=2)C2C=CC=CC=2)C=CC=CC=1.C(=O)([O-])[O-].[K+].[K+].[CH3:36][C:37]([OH:41])([C:39]#[CH:40])[CH3:38]>[Cu]I.[Pd].COCCOC>[NH:7]1[C:8]2[C:4](=[CH:3][C:2]([C:40]#[C:39][C:37]([CH3:38])([OH:41])[CH3:36])=[CH:10][CH:9]=2)[CH:5]=[CH:6]1 |f:2.3.4|. Procedure details: A mixture of 5-iodoindole (25 g, 102.9 mmol), triphenylphosphine (2.70 g, 10.3 mmol), CuI (1.96 g, 10.3 mmol), potassium carbonate (35.5 g, 257.2 mmol), palladium (5 wt. % on calcium carbonate, poisoned with lead) (0.55 g, 5.14 mmol) and 1,2-dimethoxyethane (250 ml) was stirred at room temperature for 0.5 hour. 2-Methyl-3-butyn-2-ol (21.6 g, 257 mmol) was added and the mixture was stirred for 15 hours at 100° C. The crude mixture was filtered through silica gel and aqueous hydrochloric acid (250... The reactants are COCCC1=NOC(=N1)C1CN(CC(C1)C1=CC=C(C=C1)CC(F)(F)F)C(=O)N1CCSCC1 ({3-[3-(2-Methoxyethyl)-1,2,4-oxadiazol-5-yl]-5-[4-(2,2,2-trifluoroethyl)phenyl]piperidin-1-yl}-(thiomorpholin-4-yl)methanone), ClC1=CC(=CC=C1)C(=O)OO (meta-chloroperbenzoic acid). Yields the product COCCC1=NOC(=N1)C1CN(CC(C1)C1=CC=C(C=C1)CC(F)(F)F)C(=O)N1CCS(CC1)=O ({3-[3-(2-Methoxyethyl)-1,2,4-oxadiazol-5-yl]-5-[4-(2,2,2-trifluoroethyl)phenyl]piperidin-1-yl}(1-oxidothiomorpholin-4-yl)methanone). The yield is 39.8%. RXN SMILES: [CH3:1][O:2][CH2:3][CH2:4][C:5]1[N:9]=[C:8]([CH:10]2[CH2:15][CH:14]([C:16]3[CH:21]=[CH:20][C:19]([CH2:22][C:23]([F:26])([F:25])[F:24])=[CH:18][CH:17]=3)[CH2:13][N:12]([C:27]([N:29]3[CH2:34][CH2:33][S:32][CH2:31][CH2:30]3)=[O:28])[CH2:11]2)[O:7][N:6]=1.ClC1C=CC=C(C(OO)=[O:43])C=1>>[CH3:1][O:2][CH2:3][CH2:4][C:5]1[N:9]=[C:8]([CH:10]2[CH2:15][CH:14]([C:16]3[CH:21]=[CH:20][C:19]([CH2:22][C:23]([F:25])([F:24])[F:26])=[CH:18][CH:17]=3)[CH2:13][N:12]([C:27]([N:29]3[CH2:34][CH2:33][S:32](=[O:43])[CH2:31][CH2:30]3)=[O:28])[CH2:11]2)[O:7][N:6]=1. Reported procedure: 113 mg (0.227 mmol) of the compound from Example 47A were reacted according to General Method 1 with 70.4 mg (0.204 mmol) of meta-chloroperbenzoic acid. Enantiomer separation of 108 mg of the racemate according to Method 9D gave 37.1 mg of the title compound from Example 46 (Enantiomer 1) and 41.8 mg of the title compound from Example 47 (Enantiomer 2). Starting materials: Cl (HCl), C(C1=CC=CC=C1)OC1=CC=C(C=C1)C[C@@H](C(=O)OCC1=CC=CC=C1)N(NC(CCNC(=O)NCC1=CC=CC=C1)=O)C ((S)-benzyl 3-(4-(benzyloxy)phenyl)-2-(2-(3-(3-benzylureido)propanoyl)-1-methylhydrazinyl)propanoate), CO (methanol), O.[OH-].[Li+] (lithium hydroxide monohydrate). Run in O1CCCC1 (tetrahydrofuran), O (water). Conditions: time 1.5 hour. Product: C(C1=CC=CC=C1)OC1=CC=C(C=C1)C[C@@H](C(=O)O)N(NC(CCNC(=O)NCC1=CC=CC=C1)=O)C ((S)-3-(4-(benzyloxy)phenyl)-2-(2-(3-(3-benzylureido)propanoyl)-1-methylhydrazinyl)propanoic acid). RXN SMILES: [CH2:1]([O:8][C:9]1[CH:14]=[CH:13][C:12]([CH2:15][C@H:16]([N:27]([CH3:44])[NH:28][C:29](=[O:43])[CH2:30][CH2:31][NH:32][C:33]([NH:35][CH2:36][C:37]2[CH:42]=[CH:41][CH:40]=[CH:39][CH:38]=2)=[O:34])[C:17]([O:19]CC2C=CC=CC=2)=[O:18])=[CH:11][CH:10]=1)[C:2]1[CH:7]=[CH:6][CH:5]=[CH:4][CH:3]=1.CO.O.[OH-].[Li+].Cl>O1CCCC1.O>[CH2:1]([O:8][C:9]1[CH:10]=[CH:11][C:12]([CH2:15][C@H:16]([N:27]([CH3:44])[NH:28][C:29](=[O:43])[CH2:30][CH2:31][NH:32][C:33]([NH:35][CH2:36][C:37]2[CH:38]=[CH:39][CH:40]=[CH:41][CH:42]=2)=[O:34])[C:17]([OH:19])=[O:18])=[CH:13][CH:14]=1)[C:2]1[CH:3]=[CH:4][CH:5]=[CH:6][CH:7]=1 |f:2.3.4|. Procedure details: To a solution of (S)-benzyl 3-(4-(benzyloxy)phenyl)-2-(2-(3-(3-benzylureido)propanoyl)-1-methylhydrazinyl)propanoate (Compound XVII-1) 149 mg (0.25 mmol) in tetrahydrofuran:methanol=1:1.5 1.5 ml, a solution of lithium hydroxide monohydrate 16 mg in water 0.3 ml was added and the mixture was stirred at room temperature for 1.5 hr. The reaction mixture was cooled to 0° C. and 1N HCl aq. 10 ml was added and the mixture was extracted with ethyl acetate 20 ml. The organic phase was washed with water ... Starting materials: NC[C@@H]1[C@H]2C[C@H]2CN1C(=O)C=1N=C(SC1C=1C=C(C=CC1)C)C (((1S,2S,5R)-2-Aminomethyl-3-aza-bicyclo[3.1.0]hex-3-yl)-(2-methyl-5-m-tolyl-thiazol-4-yl)-methanone), COC1=C(C(=O)O)C=CC(=C1)OC (2,4-Dimethoxy-benzoic acid). Yields the product COC1=C(C(=O)NC[C@@H]2[C@H]3C[C@H]3CN2C(=O)C=2N=C(SC2C=2C=C(C=CC2)C)C)C=CC(=C1)OC (2,4-Dimethoxy-N-[(1S,2S,5R)-3-(2-methyl-5-m-tolyl-thiazole-4-carbonyl)-3-aza-bicyclo[3.1.0]hex-2-ylmethyl]-benzamide). RXN SMILES: [NH2:1][CH2:2][C@H:3]1[N:8]([C:9]([C:11]2[N:12]=[C:13]([CH3:23])[S:14][C:15]=2[C:16]2[CH:17]=[C:18]([CH3:22])[CH:19]=[CH:20][CH:21]=2)=[O:10])[CH2:7][C@H:6]2[C@@H:4]1[CH2:5]2.[CH3:24][O:25][C:26]1[CH:34]=[C:33]([O:35][CH3:36])[CH:32]=[CH:31][C:27]=1[C:28](O)=[O:29]>>[CH3:24][O:25][C:26]1[CH:34]=[C:33]([O:35][CH3:36])[CH:32]=[CH:31][C:27]=1[C:28]([NH:1][CH2:2][C@H:3]1[N:8]([C:9]([C:11]2[N:12]=[C:13]([CH3:23])[S:14][C:15]=2[C:16]2[CH:17]=[C:18]([CH3:22])[CH:19]=[CH:20][CH:21]=2)=[O:10])[CH2:7][C@H:6]2[C@@H:4]1[CH2:5]2)=[O:29]. Reported procedure: prepared by reaction of ((1S,2S,5R)-2-Aminomethyl-3-aza-bicyclo[3.1.0]hex-3-yl)-(2-methyl-5-m-tolyl-thiazol-4-yl)-methanone with 2,4-Dimethoxy-benzoic acid. As a reaction SMILES: [Al+3:2].[C:7](=[O:8])([OH:9])[CH2:10][c:11]1[cH:12][cH:13][c:14]2[c:15]([nH:16][c:17](=[S:19])[s:18]2)[cH:20]1.[ClH:21].[H-:1].[H-:4].[H-:5].[H-:6].[Li+:3].[O:22]1[CH2:23][CH2:24][CH2:25][CH2:26]1.[OH2:27]>>[CH2:7]([OH:8])[CH2:10][c:11]1[cH:12][cH:13][c:14]2[c:15]([nH:16][c:17](=[S:19])[s:18]2)[cH:20]1. Reactants: [Al+3], O=C(O)Cc1ccc2sc(=S)[nH]c2c1, Cl, [H-], [H-], [H-], [H-], [Li+], C1CCOC1, O. Yields the product OCCc1ccc2sc(=S)[nH]c2c1. Starting materials: [Cl-].[NH4+] (ammonium chloride), C1CCOC1 (THF), C(C)(=O)OC(C(C)O)C(O)C1=CC(=CC=C1)C(C(C(=O)C1=CC(=CC=C1)F)=C1NC2=C(N1)C=CC=C2)=O (1-[{3-[2-(1,3-dihydro-2H-benzimidazol-2-ylidene)-3-(3-fluorophenyl)-3-oxopropanoyl]phenyl}(hydroxy)methyl]-2-hydroxypropyl acetate), [OH-].[Na+] (sodium hydroxide). The solvent is CO (methanol). Conditions: time 30 minute. Product: N1C(NC2=C1C=CC=C2)=C(C(=O)C2=CC(=CC=C2)F)C(=O)C2=CC(=CC=C2)C(C(C(C)O)O)O (2-(1,3-dihydro-2H-benzimidazol-2-ylidene)-1-(3-fluorophenyl)-3-[3-(1,2,3-trihydroxybutyl)phenyl]propane-1,3-dione). Yield: 36.7%. RXN SMILES: C1COCC1.C([O:9][CH:10]([CH:14]([C:16]1[CH:21]=[CH:20][CH:19]=[C:18]([C:22](=[O:42])[C:23](=[C:33]2[NH:37][C:36]3[CH:38]=[CH:39][CH:40]=[CH:41][C:35]=3[NH:34]2)[C:24]([C:26]2[CH:31]=[CH:30][CH:29]=[C:28]([F:32])[CH:27]=2)=[O:25])[CH:17]=1)[OH:15])[CH:11]([OH:13])[CH3:12])(=O)C.[OH-].[Na+].[Cl-].[NH4+]>CO>[NH:34]1[C:35]2[CH:41]=[CH:40][CH:39]=[CH:38][C:36]=2[NH:37][C:33]1=[C:23]([C:22]([C:18]1[CH:19]=[CH:20][CH:21]=[C:16]([CH:14]([OH:15])[CH:10]([OH:9])[CH:11]([OH:13])[CH3:12])[CH:17]=1)=[O:42])[C:24]([C:26]1[CH:31]=[CH:30][CH:29]=[C:28]([F:32])[CH:27]=1)=[O:25] |f:2.3,4.5|. Reported procedure: A 10 ml portion of THF solution containing 104 mg of 1-[{3-[2-(1,3-dihydro-2H-benzimidazol-2-ylidene)-3-(3-fluorophenyl)-3-oxopropanoyl]phenyl}(hydroxy)methyl]-2-hydroxypropyl acetate and 2 ml of methanol solution were mixed with 0.62 ml of 1.0 M sodium hydroxide and stirred for 30 minutes. This was mixed with appropriate amounts of saturated ammonium chloride aqueous solution and purified water, extracted with ethyl acetate and dried with anhydrous magnesium sulfate. After concentration, the th... Reactants: C(C)(=O)O (acetic acid), C(C)(=O)O[BH-](OC(C)=O)OC(C)=O.[Na+] (sodium triacetoxyborohydride), ClC1=CC=C(C(=O)CCOC(=O)CNCC=2C=C(C(=O)OC)C=CC2N)C=C1 (methyl 3-[((4-chlorobenzoyl)ethoxycarbonylmethylamino)methyl]-4-aminobenzoate), N1(CC=CC1)C(=O)C1=CC=C(C=O)C=C1 (4-(2,5-dihydro-1H-pyrrol-1-ylcarbonyl)benzaldehyde). The solvent is ClCCl (dichloromethane), ClCCl (dichloromethane). Run at time 30 minute. Yields the product ClC1=CC=C(C(=O)CCOC(=O)CNCC=2C=C(C(=O)OC)C=CC2NCC2=CC=C(C=C2)C(=O)N2CC=CC2)C=C1 (Methyl 3-[((4-chlorobenzoyl)ethoxycarbonylmethylamino)methyl]-4-[4-(2,5-dihydro-1H-pyrrol-1-ylcarbonyl)benzylamino]benzoate). RXN SMILES: [Cl:1][C:2]1[CH:28]=[CH:27][C:5]([C:6]([CH2:8][CH2:9][O:10][C:11]([CH2:13][NH:14][CH2:15][C:16]2[CH:17]=[C:18]([CH:23]=[CH:24][C:25]=2[NH2:26])[C:19]([O:21][CH3:22])=[O:20])=[O:12])=[O:7])=[CH:4][CH:3]=1.[N:29]1([C:34]([C:36]2[CH:43]=[CH:42][C:39]([CH:40]=O)=[CH:38][CH:37]=2)=[O:35])[CH2:33][CH:32]=[CH:31][CH2:30]1.C(O)(=O)C.C(O[BH-](OC(=O)C)OC(=O)C)(=O)C.[Na+]>ClCCl>[Cl:1][C:2]1[CH:28]=[CH:27][C:5]([C:6]([CH2:8][CH2:9][O:10][C:11]([CH2:13][NH:14][CH2:15][C:16]2[CH:17]=[C:18]([CH:23]=[CH:24][C:25]=2[NH:26][CH2:40][C:39]2[CH:38]=[CH:37][C:36]([C:34]([N:29]3[CH2:33][CH:32]=[CH:31][CH2:30]3)=[O:35])=[CH:43][CH:42]=2)[C:19]([O:21][CH3:22])=[O:20])=[O:12])=[O:7])=[CH:4][CH:3]=1 |f:3.4|. Procedure details: 660 mg (1.63 mmol) of methyl 3-[((4-chlorobenzoyl)ethoxycarbonylmethylamino)methyl]-4-aminobenzoate and 431 mg (2.1 mmol) of 4-(2,5-dihydro-1H-pyrrol-1-ylcarbonyl)benzaldehyde were dissolved in 10 ml of dichloromethane. 0.185 ml (3.26 mmol) of acetic acid was added to the solution, and they were stirred at room temperature for 30 minutes. 860 mg (4.1 mmol) of sodium triacetoxyborohydride was added to the obtained mixture, and they were stirred at room temperature overnight. After the treatment w...